Dataset: the Open Reaction Database (ORD), a public repository of structured organic reaction records. Task: describe an organic reaction: reactants, conditions, products, and yield Solvent: C(C)(=O)OCC (ethyl acetate). Procedure details: A second recycling of the catalyst is performed under the conditions described above, but introducing methyl α-acetamidocinnamate (1.6 g) and ethyl acetate (10 cc). Pure N-acetylphenylalanine methyl ester (1.33 g) is thus obtained with a conversion of 100%, its rotatory power being: Reaction SMILES: [C:1]([NH:4][C:5](=[CH:10][C:11]1[CH:16]=[CH:15][CH:14]=[CH:13][CH:12]=1)[C:6]([O:8][CH3:9])=[O:7])(=[O:3])[CH3:2]>C(OCC)(=O)C>[CH3:9][O:8][C:6](=[O:7])[C@H:5]([CH2:10][C:11]1[CH:16]=[CH:15][CH:14]=[CH:13][CH:12]=1)[NH:4][C:1](=[O:3])[CH3:2]. The product is COC([C@@H](NC(C)=O)CC1=CC=CC=C1)=O (N-acetylphenylalanine methyl ester). Isolated yield 82.4%. Reactants: C(C)(=O)NC(C(=O)OC)=CC1=CC=CC=C1 (methyl α-acetamidocinnamate). Starting materials: COC(CC1=CC2=CC=C(C=C2C(=C1C)C1CCN(CC1)C(NC1=C(C=C(C=C1)Cl)Cl)=O)F)=O ({4-[1-(2,4-dichloro-phenylcarbamoyl)-piperidin-4-yl]-6-fluoro-3-methyl-naphthalen-2-yl}-acetic acid methyl ester), O.[OH-].[Li+] (lithium hydroxide monohydrate). The solvent is C1CCOC1 (THF), O (water). Conditions: time 8 hour. Yields the product ClC1=C(C=CC(=C1)Cl)NC(=O)N1CCC(CC1)C1=C(C(=CC2=CC=C(C=C12)F)CC(=O)O)C ({4-[1-(2,4-dichloro-phenylcarbamoyl)-piperidin-4-yl]-6-fluoro-3-methyl-naphthalen-2-yl}-acetic acid). The yield is 79.3%. RXN SMILES: C[O:2][C:3](=[O:34])[CH2:4][C:5]1[C:14]([CH3:15])=[C:13]([CH:16]2[CH2:21][CH2:20][N:19]([C:22](=[O:32])[NH:23][C:24]3[CH:29]=[CH:28][C:27]([Cl:30])=[CH:26][C:25]=3[Cl:31])[CH2:18][CH2:17]2)[C:12]2[C:7](=[CH:8][CH:9]=[C:10]([F:33])[CH:11]=2)[CH:6]=1.O.[OH-].[Li+]>C1COCC1.O>[Cl:31][C:25]1[CH:26]=[C:27]([Cl:30])[CH:28]=[CH:29][C:24]=1[NH:23][C:22]([N:19]1[CH2:18][CH2:17][CH:16]([C:13]2[C:12]3[C:7](=[CH:8][CH:9]=[C:10]([F:33])[CH:11]=3)[CH:6]=[C:5]([CH2:4][C:3]([OH:34])=[O:2])[C:14]=2[CH3:15])[CH2:21][CH2:20]1)=[O:32] |f:1.2.3|. Procedure: To a solution of {4-[1-(2,4-dichloro-phenylcarbamoyl)-piperidin-4-yl]-6-fluoro-3-methyl-naphthalen-2-yl}-acetic acid methyl ester (74.8 mg, 0.149 mmol) in THF (8.0 mL) was added a solution of lithium hydroxide monohydrate (71.4 mg, 1.7 mmol) in water (2.0 mL) at room temperature. The resulting solution was stirred overnight at room temperature under a nitrogen atmosphere. The solvent was evaporated. Water (˜20 mL) was added and the mixture was neutralized with 1.0 N HCl (30 mL). The resulting wh... The reactants are CC(C)(O)COCc1cccc(Br)n1, O=C([O-])[O-], [K+], [K+], CC(C)(O)c1cc(F)c(-c2nc(C(N)=O)c(N)s2)c(F)c1, O=C(C=Cc1ccccc1)C=Cc1ccccc1, O=C(C=Cc1ccccc1)C=Cc1ccccc1, O=C(C=Cc1ccccc1)C=Cc1ccccc1, [Pd], [Pd]. Product: CC(C)(O)COCc1cccc(Nc2sc(-c3c(F)cc(C(C)(C)O)cc3F)nc2C(N)=O)n1. As a reaction SMILES: [Br:22][c:23]1[cH:24][cH:25][cH:26][c:27]([CH2:29][O:30][CH2:31][C:32]([CH3:33])([OH:34])[CH3:35])[n:28]1.[C:36](=[O:37])([O-:38])[O-:39].[K+:40].[K+:41].[NH2:1][c:2]1[c:3]([C:19](=[O:20])[NH2:21])[n:4][c:5](-[c:7]2[c:8]([F:18])[cH:9][c:10]([C:14]([CH3:15])([CH3:16])[OH:17])[cH:11][c:12]2[F:13])[s:6]1.[O:44]=[C:45]([CH:46]=[CH:47][c:48]1[cH:49][cH:50][cH:51][cH:52][cH:53]1)[CH:54]=[CH:55][c:56]1[cH:57][cH:58][cH:59][cH:60][cH:61]1.[O:62]=[C:63]([CH:64]=[CH:65][c:66]1[cH:67][cH:68][cH:69][cH:70][cH:71]1)[CH:72]=[CH:73][c:74]1[cH:75][cH:76][cH:77][cH:78][cH:79]1.[O:80]=[C:81]([CH:82]=[CH:83][c:84]1[cH:85][cH:86][cH:87][cH:88][cH:89]1)[CH:90]=[CH:91][c:92]1[cH:93][cH:94][cH:95][cH:96][cH:97]1.[Pd:42].[Pd:43]>>[NH:1]([c:2]1[c:3]([C:19](=[O:20])[NH2:21])[n:4][c:5](-[c:7]2[c:8]([F:18])[cH:9][c:10]([C:14]([CH3:15])([CH3:16])[OH:17])[cH:11][c:12]2[F:13])[s:6]1)[c:23]1[cH:24][cH:25][cH:26][c:27]([CH2:29][O:30][CH2:31][C:32]([CH3:33])([OH:34])[CH3:35])[n:28]1. Reactants: Cc1c(C(=O)Nc2ccc(Cl)c([N+](=O)[O-])c2)cnn1-c1ccc(C(F)(F)F)cc1, C1CC(N2CCOCC2)CCN1. The product is Cc1c(C(=O)Nc2ccc(N3CCC(N4CCOCC4)CC3)c([N+](=O)[O-])c2)cnn1-c1ccc(C(F)(F)F)cc1. As a reaction SMILES: [Cl:1][c:2]1[c:3]([N+:27](=[O:28])[O-:29])[cH:4][c:5]([NH:8][C:9](=[O:10])[c:11]2[cH:12][n:13][n:14](-[c:17]3[cH:18][cH:19][c:20]([C:23]([F:24])([F:25])[F:26])[cH:21][cH:22]3)[c:15]2[CH3:16])[cH:6][cH:7]1.[O:30]1[CH2:31][CH2:32][N:33]([CH:36]2[CH2:37][CH2:38][NH:39][CH2:40][CH2:41]2)[CH2:34][CH2:35]1>>[c:2]1([N:39]2[CH2:38][CH2:37][CH:36]([N:33]3[CH2:32][CH2:31][O:30][CH2:35][CH2:34]3)[CH2:41][CH2:40]2)[c:3]([N+:27](=[O:28])[O-:29])[cH:4][c:5]([NH:8][C:9](=[O:10])[c:11]2[cH:12][n:13][n:14](-[c:17]3[cH:18][cH:19][c:20]([C:23]([F:24])([F:25])[F:26])[cH:21][cH:22]3)[c:15]2[CH3:16])[cH:6][cH:7]1. Starting materials: CC1(N2C([C@@H]([C@H]2CCO1)C(C)(C)O)=O)C ((6R, 7S)-2,2-dimethyl-7-(1-hydroxy-1-methylethyl)-1-aza-3-oxabicyclo[4.2.0]-octan-8-one), resultant mixture, [H-].[Na+] (sodium hydride), S(=O)(=O)(OC)OC (dimethyl sulfate), C(C)(=O)O (Acetic acid). The solvent is CN(C=O)C (N,N-dimethylformamide), CN(C=O)C (N,N-dimethylformamide), CN(C=O)C (N,N-dimethylformamide). Conditions: temperature 0 celsius, time 30 minute. The product is CC1(N2C([C@@H]([C@H]2CCO1)C(C)(C)OC)=O)C ((6R, 7S)-2,2-dimethyl-7-(1-methoxy-1-methylethyl)-1-aza-3-oxabicyclo[4.2.0]-octan-8-one). Reaction SMILES: [H-].[Na+].[CH3:3][C:4]1([CH3:17])[O:11][CH2:10][CH2:9][C@H:8]2[N:5]1[C:6](=[O:16])[C@@H:7]2[C:12]([OH:15])([CH3:14])[CH3:13].S(OC)(O[CH3:22])(=O)=O.C(O)(=O)C>CN(C)C=O>[CH3:3][C:4]1([CH3:17])[O:11][CH2:10][CH2:9][C@H:8]2[N:5]1[C:6](=[O:16])[C@@H:7]2[C:12]([O:15][CH3:22])([CH3:13])[CH3:14] |f:0.1|. Reported procedure: To a suspension of sodium hydride (38.1 mg, 50% in mineral oil) in N,N-dimethylformamide (1.14 ml) was added dropwise a solution of (6R, 7S)-2,2-dimethyl-7-(1-hydroxy-1-methylethyl)-1-aza-3-oxabicyclo[4.2.0]-octan-8-one (84.6 mg) in N,N-dimethylformamide (25.4 ml) at 0° C. After stirring for 30 minutes at 0° C., thereto was added a solution of dimethyl sulfate (75.13 μl) in N,N-dimethylformamide (0.676 ml), and the resultant mixture was stirred for 3 hours at 0° C. and for additional 1.5 hours a... The reactants are CC1=C(C(C(=C(C1=O)C)C)=O)[C@H](CCCCCC(=O)O)C1=CC=CC=C1 ((7R)-(+)-7-(3,5,6-trimethyl-1,4-benzoquinon-2-yl)-7-phenylheptanoic acid), BrC1=CC=C(C(CBr)=O)C=C1 (p-bromophenacylbromide), C([O-])([O-])=O.[K+].[K+] (potassium carbonate). Solvent: CC(=O)C (acetone). Conditions: time 2.5 hour. Product: CC1=C(C(C(=C(C1=O)C)C)=O)[C@H](CCCCCC(=O)OCC(=O)C1=CC=C(C=C1)Br)C1=CC=CC=C1 (p-bromophenacyl (7R)-(+)-7-(3,5,6-trimethyl-1,4-benzoquinon-2-yl)-7-phenylheptanoate). Yield: 98.8%. Reaction SMILES: [CH3:1][C:2]1[C:7](=[O:8])[C:6]([CH3:9])=[C:5]([CH3:10])[C:4](=[O:11])[C:3]=1[C@@H:12]([C:21]1[CH:26]=[CH:25][CH:24]=[CH:23][CH:22]=1)[CH2:13][CH2:14][CH2:15][CH2:16][CH2:17][C:18]([OH:20])=[O:19].[Br:27][C:28]1[CH:37]=[CH:36][C:31]([C:32](=[O:35])[CH2:33]Br)=[CH:30][CH:29]=1.C(=O)([O-])[O-].[K+].[K+]>CC(C)=O>[CH3:1][C:2]1[C:7](=[O:8])[C:6]([CH3:9])=[C:5]([CH3:10])[C:4](=[O:11])[C:3]=1[C@@H:12]([C:21]1[CH:22]=[CH:23][CH:24]=[CH:25][CH:26]=1)[CH2:13][CH2:14][CH2:15][CH2:16][CH2:17][C:18]([O:20][CH2:33][C:32]([C:31]1[CH:36]=[CH:37][C:28]([Br:27])=[CH:29][CH:30]=1)=[O:35])=[O:19] |f:2.3.4|. Procedure details: A mixture of (7R)-(+)-7-(3,5,6-trimethyl-1,4-benzoquinon-2-yl)-7-phenylheptanoic acid (0.71 g, 2.0 mmoles), p-bromophenacylbromide (0.56 g, 2.0 mmoles), and potassium carbonate (0.30 g, 2.2 mmole) in acetone (15 ml) was stirred for 2.5 hours at room temperature. After the reaction was completed, the solvent was evaporated in a reduced pressure, the residue was taken up in the isopropylether. Working up in the usual manner gave the crude product, which was chromatographed on silica gel column wit...